The task is: describe an organic reaction: reactants, conditions, products, and yield. This data is from the Open Reaction Database (ORD), a public repository of structured organic reaction records. Product: FC1=C(C=CC(=C1)C(C)(C)O)C1=CC(=C(S1)NC1=NC=C(C=C1)C(C(F)(F)F)O)C(=O)N (5-[2-Fluoro-4-(1-hydroxy-1-methylethyl)phenyl]-2-{[5-(2,2,2-trifluoro-1-hydroxyethyl)pyridin-2-yl]amino}thiophene-3-carboxamide). Procedure details: The title compound was prepared as described in Example 1 using 2-amino-5-[2-fluoro-4-(1-hydroxy-1-methylethyl)phenyl]thiophene-3-carboxamide (150 mg, 0.51 mmol) and 1-(6-chloropyridin-3-yl)-2,2,2-trifluoroethanol (108 mg, 0.51 mmol) as starting materials. Reactants: NC=1SC(=CC1C(=O)N)C1=C(C=C(C=C1)C(C)(C)O)F (2-amino-5-[2-fluoro-4-(1-hydroxy-1-methylethyl)phenyl]thiophene-3-carboxamide), ClC1=CC=C(C=N1)C(C(F)(F)F)O (1-(6-chloropyridin-3-yl)-2,2,2-trifluoroethanol). Reaction SMILES: [NH2:1][C:2]1[S:3][C:4]([C:10]2[CH:15]=[CH:14][C:13]([C:16]([OH:19])([CH3:18])[CH3:17])=[CH:12][C:11]=2[F:20])=[CH:5][C:6]=1[C:7]([NH2:9])=[O:8].Cl[C:22]1[N:27]=[CH:26][C:25]([CH:28]([OH:33])[C:29]([F:32])([F:31])[F:30])=[CH:24][CH:23]=1>>[F:20][C:11]1[CH:12]=[C:13]([C:16]([OH:19])([CH3:17])[CH3:18])[CH:14]=[CH:15][C:10]=1[C:4]1[S:3][C:2]([NH:1][C:22]2[CH:23]=[CH:24][C:25]([CH:28]([OH:33])[C:29]([F:32])([F:31])[F:30])=[CH:26][N:27]=2)=[C:6]([C:7]([NH2:9])=[O:8])[CH:5]=1. Yields the product CC(C)NC(Cc1c[nH]cn1)C(=O)O. As a reaction SMILES: [CH3:12][C:13]([CH3:14])=[O:15].[CH3:16][CH2:17][OH:18].[NH2:1][CH:2]([CH2:3][c:4]1[cH:5][nH:6][cH:7][n:8]1)[C:9](=[O:10])[OH:11]>>[NH:1]([CH:2]([CH2:3][c:4]1[cH:5][nH:6][cH:7][n:8]1)[C:9](=[O:10])[OH:11])[CH:13]([CH3:12])[CH3:14]. Reactants: CC(C)=O, CCO, NC(Cc1c[nH]cn1)C(=O)O. The reactants are COC(=O)C1C(NCC2(CCC2)C1=O)=O (7,9-Dioxo-6-aza-spiro[3.5]nonane-8-carboxylic acid methyl ester). Solvent: C(C)#N.O (acetonitrile water). The product is C1CCC12CNC(CC2=O)=O (6-Aza-spiro[3.5]nonane-7,9-dione). As a reaction SMILES: COC([CH:5]1[C:13](=[O:14])[C:9]2([CH2:12][CH2:11][CH2:10]2)[CH2:8][NH:7][C:6]1=[O:15])=O>C(#N)C.O>[CH2:12]1[C:9]2([C:13](=[O:14])[CH2:5][C:6](=[O:15])[NH:7][CH2:8]2)[CH2:10][CH2:11]1 |f:1.2|. Procedure details: 7,9-Dioxo-6-aza-spiro[3.5]nonane-8-carboxylic acid methyl ester (1.30 g, 6.2 mmol) in 30 ml acetonitrile/water (10:1) is refluxed for 1 hour. The reaction mixture is evaporated and the product purified by chromatography on silica. 1H-NMR (400 MHz; DMSO-d6): 8.02 (s, 1H), 3.40 (brs, 2H), 3.25 (s, 2H), 2.30-2.15 (m, 2H), 2.04-1.88 (m, 1H), 1.86-1.70 (m, 3H); LC-MS (m/z, ES+): 153 (MH+), retention time: 0.86 mins (LC-MS method 2) Starting materials: ClC1=CC2=C(SC=C2)C=C1 (5-chlorobenzo[b]thiophene), [Li]CCCC (n-BuLi), CN(C)C=O (DMF). The solvent is C1CCOC1 (THF). Run at time 2 hour. The product is ClC1=CC2=C(SC(=C2)C=O)C=C1 (5-chlorobenzo[b]thiophene-2-carboxaldehyde). RXN SMILES: [Cl:1][C:2]1[CH:10]=[CH:9][C:5]2[S:6][CH:7]=[CH:8][C:4]=2[CH:3]=1.[Li]CCCC.CN([CH:19]=[O:20])C>C1COCC1>[Cl:1][C:2]1[CH:10]=[CH:9][C:5]2[S:6][C:7]([CH:19]=[O:20])=[CH:8][C:4]=2[CH:3]=1. Reported procedure: To a solution of 5-chlorobenzo[b]thiophene (6.14 g) in THF (120 ml) was added n-BuLi (1.6 M solution in hexane, 27.3 ml) at −78° C., and the mixture was stirred for 2 hours. To this mixture was added DMF (8.5 ml), and the mixture was stirred for 1 hour at −78° C. to −30° C. The reaction was quenched by the addition of water and allowed to warm to room temperature. The organic layer was separated, diluted with ethyl acetate, washed with 10% citric acid solution, brine, dried over MgSO4, and conce... Starting materials: BrC1=CC=CC(=N1)NC(C)=O (N-(6-Bromopyridin-2-yl)acetamide), C(CCC)[Sn](C1=CN=C2N1C=CC(=N2)C(F)(F)F)(CCCC)CCCC (3-tributylstannyl-7-trifluoromethylimidazo[1,2-α]pyrimidine). Product: FC(C1=NC=2N(C=C1)C(=CN2)C2=CC=CC(=N2)NC(C)=O)(F)F (N-[6-(7-trifluoromethylimidazo[1,2-α]pyrimidin-3-yl)pyridin-2-yl]acetamide). Isolated yield 2.8%. RXN SMILES: Br[C:2]1[N:7]=[C:6]([NH:8][C:9](=[O:11])[CH3:10])[CH:5]=[CH:4][CH:3]=1.C([Sn](CCCC)(CCCC)[C:17]1[N:21]2[CH:22]=[CH:23][C:24]([C:26]([F:29])([F:28])[F:27])=[N:25][C:20]2=[N:19][CH:18]=1)CCC>>[F:28][C:26]([F:27])([F:29])[C:24]1[CH:23]=[CH:22][N:21]2[C:17]([C:2]3[N:7]=[C:6]([NH:8][C:9](=[O:11])[CH3:10])[CH:5]=[CH:4][CH:3]=3)=[CH:18][N:19]=[C:20]2[N:25]=1. Procedure: N-(6-Bromopyridin-2-yl)acetamide (0.33 g, 1.56 mmol) was coupled to 3-tributylstannyl-7-trifluoromethylimidazo[1,2-α]pyrimidine (1.6 mmol) by the method of Example 1. Purification by chromatography on silica gel eluting with ethyl acetate on a gradient of methanol (0-5%) gave N-[6-(7-trifluoromethylimidazo[1,2-α]pyrimidin-3-yl)pyridin-2-yl]acetamide (14 mg) as an off-white solid: δH (400 MHz, DMSO) 2.19 (3H, s), 7.60 (1H, d, J 7), 7.85 (1H, d, J 7), 7.92 (1H, dd, J 8 and 8), 7.97 (1H, d, J 8), 8... The reactants are ClS(=O)(=O)O (Chlorosulphonic acid), FC1=CC=C(C=C1)C1=C(N2CCCC2=C1C1=CC=CC=C1)C (6-(4-fluorophenyl)-5-methyl-7-phenyl-2,3-dihydro-1H-pyrrolizine), CI (methyl iodide), [O-]S(=O)[O-].[Na+].[Na+] (Na2SO3), C(=O)(O)[O-].[Na+] (NaHCO3), S(=O)(=O)(Cl)Cl (sulphonyl chloride). Solvent: C(Cl)(Cl)Cl (CHCl3), C(Cl)(Cl)Cl (chloroform), C(C)O (ethanol). Reaction conditions: temperature 0 celsius. Yields the product FC1=CC=C(C=C1)C=1C(=C2CCCN2C1C)C1=CC=C(C=C1)S(=O)(=O)C (2-(4-Fluorophenyl)-1-(4-methanesulphonylphenyl)-3-methyl-6,7-dihydro-5H-pyrrolizine). As a reaction SMILES: Cl[S:2]([OH:5])(=O)=[O:3].[F:6][C:7]1[CH:12]=[CH:11][C:10]([C:13]2[C:20]([C:21]3[CH:26]=[CH:25][CH:24]=[CH:23][CH:22]=3)=[C:19]3[N:15]([CH2:16][CH2:17][CH2:18]3)[C:14]=2[CH3:27])=[CH:9][CH:8]=1.S(Cl)(Cl)(=O)=O.[O-]S([O-])=O.[Na+].[Na+].[C:39]([O-])(O)=O.[Na+].CI>C(Cl)(Cl)Cl.C(O)C>[F:6][C:7]1[CH:8]=[CH:9][C:10]([C:13]2[C:20]([C:21]3[CH:22]=[CH:23][C:24]([S:2]([CH3:39])(=[O:5])=[O:3])=[CH:25][CH:26]=3)=[C:19]3[N:15]([C:14]=2[CH3:27])[CH2:16][CH2:17][CH2:18]3)=[CH:11][CH:12]=1 |f:3.4.5,6.7|. Reported procedure: Chlorosulphonic acid (7 g, 60 mmol) is added dropwise to a solution of 6-(4-fluorophenyl)-5-methyl-7-phenyl-2,3-dihydro-1H-pyrrolizine (2.91 g, 10 mmol) in CHCl3 (12 ml) cooled to 0° C. with further cooling and the mixture is heated under reflux (66° C.) for 3 h after addition is complete. The reaction mixture is then poured onto ice water (0.4 kg) and the sulphonyl chloride depositing is taken up in chloroform (150 ml). The ice-water phase is extracted with chloroform (100 ml). These CHCl3 extr... Starting materials: CS(=O)(=O)Cl, CCOC(C)=O, CO, [H][H], COc1ccc(CCN(CCOc2ccc([N+](=O)[O-])cc2-n2cccc2)C(C)C)cc1OC, O. Yields the product Cl, COc1ccc(CCN(CCOc2ccc(NS(C)(=O)=O)cc2-n2cccc2)C(C)C)cc1OC. Reaction SMILES: [CH3:36][S:37]([Cl:38])(=[O:39])=[O:40].[CH3:42][CH2:43][O:44][C:45](=[O:46])[CH3:47].[CH3:48][OH:49].[H:34][H:35].[N+:1]([O-:2])(=[O:3])[c:4]1[cH:5][c:6](-[n:29]2[cH:30][cH:31][cH:32][cH:33]2)[c:7]([O:8][CH2:9][CH2:10][N:11]([CH:12]([CH3:13])[CH3:14])[CH2:15][CH2:16][c:17]2[cH:18][c:19]([O:25][CH3:26])[c:20]([O:23][CH3:24])[cH:21][cH:22]2)[cH:27][cH:28]1.[OH2:41]>>[ClH:38].[NH:1]([c:4]1[cH:5][c:6](-[n:29]2[cH:30][cH:31][cH:32][cH:33]2)[c:7]([O:8][CH2:9][CH2:10][N:11]([CH:12]([CH3:13])[CH3:14])[CH2:15][CH2:16][c:17]2[cH:18][c:19]([O:25][CH3:26])[c:20]([O:23][CH3:24])[cH:21][cH:22]2)[cH:27][cH:28]1)[S:37]([CH3:36])(=[O:39])=[O:40]. The reactants are CC1=CC=C2C(=N1)OC1=C2C=CC=C1B1OC(C(O1)(C)C)(C)C (2-methyl-8-(4,4,5,5-tetramethyl-1,3,2-dioxaborolan-2-yl)benzofuro[2,3-b]pyridine), ClC1=NC=CC(=C1)C1=C(C=CC=C1)F (2-chloro-4-(2-fluorophenyl)pyridine), C1(CCCCC1)P(C1=C(C=CC=C1)C1=C(C=CC=C1OC)OC)C1CCCCC1 (2-Dicyclohexylphosphino-2′,6′-dimethoxybiphenyl), [O-]P(=O)([O-])[O-].[K+].[K+].[K+] (Potassium phosphate tribasic). The reagents and catalysts are [Pd].C(C1=CC=CC=C1)=CC(=O)C=CC1=CC=CC=C1.C(C1=CC=CC=C1)=CC(=O)C=CC1=CC=CC=C1.C(C1=CC=CC=C1)=CC(=O)C=CC1=CC=CC=C1 (tris(dibenzylideneacetone) palladium(0)). Run in C1(=CC=CC=C1)C (toluene), O (water). Yields the product FC1=C(C=CC=C1)C1=CC(=NC=C1)C1=CC=CC2=C1OC1=NC(=CC=C12)C (8-(4-(2-fluorophenyl)pyridin-2-yl)-2-methylbenzofuro[2,3-b]pyridine). Isolated yield 70.0%. RXN SMILES: [CH3:1][C:2]1[N:7]=[C:6]2[O:8][C:9]3[C:14](B4OC(C)(C)C(C)(C)O4)=[CH:13][CH:12]=[CH:11][C:10]=3[C:5]2=[CH:4][CH:3]=1.Cl[C:25]1[CH:30]=[C:29]([C:31]2[CH:36]=[CH:35][CH:34]=[CH:33][C:32]=2[F:37])[CH:28]=[CH:27][N:26]=1.C1(P(C2CCCCC2)C2C=CC=CC=2C2C(OC)=CC=CC=2OC)CCCCC1.[O-]P([O-])([O-])=O.[K+].[K+].[K+]>O.[Pd].C(=CC(C=CC1C=CC=CC=1)=O)C1C=CC=CC=1.C(=CC(C=CC1C=CC=CC=1)=O)C1C=CC=CC=1.C(=CC(C=CC1C=CC=CC=1)=O)C1C=CC=CC=1.C1(C)C=CC=CC=1>[F:37][C:32]1[CH:33]=[CH:34][CH:35]=[CH:36][C:31]=1[C:29]1[CH:30]=[CH:25][N:26]=[C:27]([C:14]2[C:9]3[O:8][C:6]4[C:5]([C:10]=3[CH:11]=[CH:12][CH:13]=2)=[CH:4][CH:3]=[C:2]([CH3:1])[N:7]=4)[CH:28]=1 |f:3.4.5.6,8.9.10.11|. Reported procedure: 2-methyl-8-(4,4,5,5-tetramethyl-1,3,2-dioxaborolan-2-yl)benzofuro[2,3-b]pyridine (2.8 g, 9.06 mmol), 2-chloro-4-(2-fluorophenyl)pyridine (2.25 g, 10.84 mmol), tris(dibenzylideneacetone) palladium(0) (0.166 g, 0.181 mmol) and 2-Dicyclohexylphosphino-2′,6′-dimethoxybiphenyl (0.297 g, 0.725 mmol) were charged into the reaction vessel with 200 mL of toluene. Potassium phosphate tribasic (6 g, 28.3 mmol) was then dissolved in 25 mL of water and was added to the reaction mixture. The reaction mixture ...